This data is from the Open Reaction Database (ORD), a public repository of structured organic reaction records. The task is: describe an organic reaction: reactants, conditions, products, and yield The reactants are BrCCCCBr (1,4-dibromobutane), CC1=CC=CC(=N1)C1=C(N=C(N1)CC=1C=C(N)C=CC1)C=1C=C2C=CC=NC2=CC1 (3-((5-(6-methylpyridin-2-yl)-4-(quinolin-6-yl)-1H-imidazol-2-yl)methyl)aniline), O (H2O). Run in CN(C)C=O (DMF). Reaction conditions: temperature 120 celsius, time 12 hour. Yields the product CC1=CC=CC(=N1)C1=C(N=C(N1)CC1=CC(=CC=C1)N1CCCC1)C=1C=C2C=CC=NC2=CC1 (6-(5-(6-methylpyridin-2-yl)-2-(3-(pyrrolidin-1-yl)benzyl)-1H-imidazol-4-yl)quinoline). Yield: 20.4%. Reaction SMILES: [CH3:1][C:2]1[N:7]=[C:6]([C:8]2[NH:12][C:11]([CH2:13][C:14]3[CH:15]=[C:16]([CH:18]=[CH:19][CH:20]=3)[NH2:17])=[N:10][C:9]=2[C:21]2[CH:22]=[C:23]3[C:28](=[CH:29][CH:30]=2)[N:27]=[CH:26][CH:25]=[CH:24]3)[CH:5]=[CH:4][CH:3]=1.Br[CH2:32][CH2:33][CH2:34][CH2:35]Br.O>CN(C=O)C>[CH3:1][C:2]1[N:7]=[C:6]([C:8]2[NH:12][C:11]([CH2:13][C:14]3[CH:20]=[CH:19][CH:18]=[C:16]([N:17]4[CH2:35][CH2:34][CH2:33][CH2:32]4)[CH:15]=3)=[N:10][C:9]=2[C:21]2[CH:22]=[C:23]3[C:28](=[CH:29][CH:30]=2)[N:27]=[CH:26][CH:25]=[CH:24]3)[CH:5]=[CH:4][CH:3]=1. Reported procedure: To a solution of 6-(5-(6-methylpyridin-2-yl)-2-(3-nitrobenzyl)-1H-imidazol-4-yl)quinoline (500 mg, 1.186 mmol, prepared according to the method described in US 2008/0319012 A1) in MeOH (5 mL) was added Pd/C (0.5 mg, 10% w/w) and the mixture was stirred under H2 at atmospheric pressure for 5 hours. The reaction mixture was filtered through celite and the filterate was concentrated under reduced pressure. The residue was purified by MPLC on silica gel (MeOH:CH2Cl2=1:50) to afford the 3-((5-(6-meth...